Dataset: the Open Reaction Database (ORD), a public repository of structured organic reaction records. Task: describe an organic reaction: reactants, conditions, products, and yield Starting materials: CC(=O)[O-], Cc1cc(C)c(CCl)c(C)c1, CC#N, Cl, Nc1cccc(S(=O)(=O)O)c1, [Na+], O, O, O, O. As a reaction SMILES: [C:15]([O-:16])(=[O:17])[CH3:18].[CH3:20][c:21]1[c:22]([CH2:23][Cl:24])[c:25]([CH3:30])[cH:26][c:27]([CH3:29])[cH:28]1.[CH3:33][C:34]#[N:35].[ClH:31].[NH2:1][c:2]1[cH:3][cH:4][cH:5][c:6]([S:8]([OH:9])(=[O:10])=[O:11])[cH:7]1.[Na+:19].[OH2:12].[OH2:13].[OH2:14].[OH2:32]>>[NH:1]([c:2]1[cH:3][cH:4][cH:5][c:6]([S:8]([OH:9])(=[O:10])=[O:11])[cH:7]1)[CH2:23][c:22]1[c:21]([CH3:20])[cH:28][c:27]([CH3:29])[cH:26][c:25]1[CH3:30]. The product is Cc1cc(C)c(CNc2cccc(S(=O)(=O)O)c2)c(C)c1. RXN SMILES: C([O:8][C:9]1[CH:10]=[C:11]([C:15]2[N:26]=[C:18]3[C:19]4[C:24]([CH2:25][N:17]3[N:16]=2)=[CH:23][CH:22]=[CH:21][CH:20]=4)[CH:12]=[CH:13][CH:14]=1)C1C=CC=CC=1.C(Cl)Cl>C(O)C.[Pd]>[OH:8][C:9]1[CH:10]=[C:11]([C:15]2[N:26]=[C:18]3[C:19]4[C:24]([CH2:25][N:17]3[N:16]=2)=[CH:23][CH:22]=[CH:21][CH:20]=4)[CH:12]=[CH:13][CH:14]=1. Procedure details: 2-(3-Benzyloxyphenyl)-5H-s-triazolo[5,1-a] isoindole (17 g) is suspended in 500 ml of ethanol and hydrogenated at atmospheric pressure and room temperature in the presence of 3 g of 10% Pd on charcoal. After addition of 500 ml of methylene chloride, the catalyst is filtered off and the solution is concentrated to dryness. The title product is purified by crystallization from dioxane. Yield 10.68 g (85.7%); m.p. 251-2°C. Starting materials: C(C1=CC=CC=C1)OC=1C=C(C=CC1)C1=NN2C(C3=CC=CC=C3C2)=N1 (2-(3-Benzyloxyphenyl)-5H-s-triazolo[5,1-a] isoindole), C(Cl)Cl (methylene chloride). The reagents and catalysts are [Pd] (Pd on charcoal). The solvent is C(C)O (ethanol). Product: OC=1C=C(C=CC1)C1=NN2C(C3=CC=CC=C3C2)=N1 (2-(3-Hydroxyphenyl)-5H-s-triazolo[5,1-a] isoindole). Reactants: C(C)(C)OC(C1=C(C=C(C=C1)Br)C)=O (4-bromo-2-methyl-benzoic acid isopropyl ester), C(C)(C)OC(C1=C(C=C(C=C1)Br)C)=O (4-bromo-2-methyl-benzoic acid isopropyl ester), BrN1C(CCC1=O)=O (N-bromosuccinimide), N(=NC(C#N)(C)C)C(C#N)(C)C (2,2′-azobisisobutyronitrile). Solvent: C(Cl)(Cl)(Cl)Cl (carbon tetrachloride). The product is C(C)(C)OC(C1=C(C=C(C=C1)Br)CBr)=O (4-Bromo-2-bromomethyl-benzoic acid isopropyl ester). The yield is 63.8%. As a reaction SMILES: [CH:1]([O:4][C:5](=[O:14])[C:6]1[CH:11]=[CH:10][C:9]([Br:12])=[CH:8][C:7]=1[CH3:13])([CH3:3])[CH3:2].[Br:15]N1C(=O)CCC1=O.N(C(C)(C)C#N)=NC(C)(C)C#N>C(Cl)(Cl)(Cl)Cl>[CH:1]([O:4][C:5](=[O:14])[C:6]1[CH:11]=[CH:10][C:9]([Br:12])=[CH:8][C:7]=1[CH2:13][Br:15])([CH3:3])[CH3:2]. Procedure details: A solution of 4-bromo-2-methyl-benzoic acid isopropyl ester (Intermediate 117, 6.12 g, 23.8 mmol) in carbon tetrachloride (120 mL) was treated with N-bromosuccinimide (4.6 g, 26.18 mmol) and 2,2′-azobisisobutyronitrile (0.6 g) and the resulting reaction mixture was refluxed overnight. It was cooled to ambient temperature, the solids were filtered off and washed with 1:1 hexane:diethyl ether, and the filtrate and washings were evaporated in vacuo to afford an oil (5.1 g, 64%) that was used as suc...